From a dataset of the Open Reaction Database (ORD), a public repository of structured organic reaction records. describe an organic reaction: reactants, conditions, products, and yield Reactants: N#Cc1ncc(F)cc1F, O=C([O-])[O-], CS(C)=O, CCOC(C)=O, [K+], [K+], CN1C(C)(C)CC(N)CC1(C)C, O. Product: CN1C(C)(C)CC(Nc2cc(F)cnc2C#N)CC1(C)C. Reaction SMILES: [C:1](#[N:2])[c:3]1[n:4][cH:5][c:6]([F:10])[cH:7][c:8]1[F:9].[C:23](=[O:24])([O-:25])[O-:26].[CH3:30][S:31](=[O:32])[CH3:33].[CH3:34][CH2:35][O:36][C:37](=[O:38])[CH3:39].[K+:27].[K+:28].[NH2:11][CH:12]1[CH2:13][C:14]([CH3:21])([CH3:22])[N:15]([CH3:20])[C:16]([CH3:18])([CH3:19])[CH2:17]1.[OH2:29]>>[C:1](#[N:2])[c:3]1[n:4][cH:5][c:6]([F:10])[cH:7][c:8]1[NH:11][CH:12]1[CH2:13][C:14]([CH3:21])([CH3:22])[N:15]([CH3:20])[C:16]([CH3:18])([CH3:19])[CH2:17]1. Reactants: ClC=1OC2=C(N1)C=CC=C2 (2-chlorobenzoxazole), O1CCCC1 (tetrahydrofuran), O1C=NC2=C1C=CC=C2 (benzoxazole), O1CCCC1 (tetrahydrofuran), NC1=CC=C(C=C1)C(F)(F)F (p-aminobenzotrifluoride). Run in O (water). Run at temperature 25 celsius. Yields the product FC(C1=CC=C(NC=2OC3=C(N2)C=CC=C3)C=C1)(F)F (2-[4-(trifluoromethyl)anilino]benzoxazole). Reaction SMILES: Cl[C:2]1[O:3][C:4]2[CH:10]=[CH:9][CH:8]=[CH:7][C:5]=2[N:6]=1.O1CCCC1.[NH2:16][C:17]1[CH:22]=[CH:21][C:20]([C:23]([F:26])([F:25])[F:24])=[CH:19][CH:18]=1.O1C2C=CC=CC=2N=C1>O>[F:24][C:23]([F:25])([F:26])[C:20]1[CH:21]=[CH:22][C:17]([NH:16][C:2]2[O:3][C:4]3[CH:10]=[CH:9][CH:8]=[CH:7][C:5]=3[N:6]=2)=[CH:18][CH:19]=1. Procedure: To a solution of 15.4 g. (0.1 mole) of 2-chlorobenzoxazole in 200 ml. of tetrahydrofuran was added dropwise a solution of 16.1 g. (0.1 mole) of p-aminobenzotrifluoride in 100 ml. of tetrahydrofuran with vigorous agitation. Following the addition, the reaction mixture was heated on a steam bath under reflux for 16 hours. Then the reaction mixture was cooled to about 25° C., and about 500 ml. of water was added. The tetrahydrofuran solvent was removed by distillation under vacuum, leaving an aqueo... Reactants: NC1=C(C=CC=C1)O (2-Aminophenol), N1CCC(CC1)C(=O)O (4-piperidinecarboxylic acid), polyphosphoric acid, [OH-].[K+] (potassium hydroxide). The solvent is O (water). Reaction conditions: temperature 180 celsius. Yields the product N1CCC(CC1)C=1OC2=C(N1)C=CC=C2 (2-(4-piperidyl)benzoxazole). Isolated yield 84.3%. As a reaction SMILES: [NH2:1][C:2]1[CH:7]=[CH:6][CH:5]=[CH:4][C:3]=1[OH:8].[NH:9]1[CH2:14][CH2:13][CH:12]([C:15](O)=O)[CH2:11][CH2:10]1.[OH-].[K+]>O>[NH:9]1[CH2:14][CH2:13][CH:12]([C:15]2[O:8][C:3]3[CH:4]=[CH:5][CH:6]=[CH:7][C:2]=3[N:1]=2)[CH2:11][CH2:10]1 |f:2.3|. Procedure details: 2-Aminophenol (200 mg) and 4-piperidinecarboxylic acid (236 mg) were mixed with polyphosphoric acid (1 g) and stirred with heating at 180° C. for 2 hours. After cooling to room temperature, the reaction was stopped by adding water. The filtrate was adjusted to pH 12 with 50% potassium hydroxide aqueous solution and then extracted with methylene chloride. The organic layer was washed with saturated brine and dried with magnesium sulfate, and then the solvent was evaporated under a reduced pressur... Reactants: COc1cc(C(C)(C)C)ccc1CC(=O)Cl, CNC, ClCCl, C1CCOC1. Product: COc1cc(C(C)(C)C)ccc1CC(=O)N(C)C. RXN SMILES: [C:1]([CH3:2])([CH3:3])([CH3:4])[c:5]1[cH:6][c:7]([O:15][CH3:16])[c:8]([CH2:11][C:12](=[O:13])[Cl:14])[cH:9][cH:10]1.[CH3:17][NH:18][CH3:19].[Cl:20][CH2:21][Cl:22].[O:23]1[CH2:24][CH2:25][CH2:26][CH2:27]1>>[C:1]([CH3:2])([CH3:3])([CH3:4])[c:5]1[cH:6][c:7]([O:15][CH3:16])[c:8]([CH2:11][C:12](=[O:13])[N:18]([CH3:17])[CH3:19])[cH:9][cH:10]1.